From a dataset of the Open Reaction Database (ORD), a public repository of structured organic reaction records. describe an organic reaction: reactants, conditions, products, and yield Starting materials: O (water), O(C1=CC=CC=C1)CCCC#CC1=CC=C(CO)C=C1 (4-(5-Phenoxypent-1-ynyl)benzyl alcohol), C(C1=CC=CC=C1)=O (benzaldehyde), [BH4-].[Na+] (sodium borohydride). The solvent is OS(=O)(=O)O (H2SO4), C(C)(=O)OCC (ethyl acetate), C(C)O (ethanol). Run at time 1 hour. Yields the product O(C1=CC=CC=C1)CCCCCC1=CC=C(CO)C=C1 (4-(5-Phenoxypentyl)benzyl alcohol). Yield: 99.0%. As a reaction SMILES: [O:1]([CH2:8][CH2:9][CH2:10][C:11]#[C:12][C:13]1[CH:20]=[CH:19][C:16]([CH2:17][OH:18])=[CH:15][CH:14]=1)[C:2]1[CH:7]=[CH:6][CH:5]=[CH:4][CH:3]=1.C(=O)C1C=CC=CC=1.[BH4-].[Na+].O>C(O)C.OS(O)(=O)=O.C(OCC)(=O)C>[O:1]([CH2:8][CH2:9][CH2:10][CH2:11][CH2:12][C:13]1[CH:14]=[CH:15][C:16]([CH2:17][OH:18])=[CH:19][CH:20]=1)[C:2]1[CH:3]=[CH:4][CH:5]=[CH:6][CH:7]=1 |f:2.3|. Procedure details: 4-(5-Phenoxypent-1-ynyl)benzyl alcohol--To a solution of 2.02 g of 4-5-phenoxypent-1-ynyl)benzaldehyde (from step (2) above) in 50 mL ethanol at 0° C. was added 640 mg sodium borohydride. After stirring for 1 hour, then addition of 8 mL water and evaporation of the solvents in vacuo, the residue was diluted with 2% H2SO4 and ethyl acetate. The organic layer was washed with brine and saturated NaHCO3 and then dried and the solvent evaporated in vacuo to give the title compound (99%). The reactants are FC=1C(C(=O)C(C(=O)OCC)=CNC2CC2)=CC(C(C1F)F)(C)F (ethyl 2-(2,3,4,5-tetrafluoro-5-methylbenzoyl)-3-cyclopropylaminoacrylate), CC(C)([O-])C.[K+] (potassium t-butoxide). Run in C(C)(C)(C)O (t-butanol), C(C)(C)(C)O (t-butanol). Reaction conditions: temperature 60 celsius, time 4 hour. Yields the product C1(CC1)N1C=C(C(C2=C(C(=C(C(=C12)F)F)F)C)=O)C(=O)OCC (Ethyl 1-cyclopropyl-6,7,8-trifluoro-1,4-dihydro-5-methyl-4-oxo-3-quinolinecarboxylate). Yield: 54.9%. As a reaction SMILES: F[C:2]1[C:3](=[CH:17][C:18]([F:24])(C)[CH:19]([F:22])[C:20]=1[F:21])[C:4]([C:6](=[CH:12][NH:13][CH:14]1[CH2:16][CH2:15]1)[C:7]([O:9][CH2:10][CH3:11])=[O:8])=[O:5].[CH3:25]C(C)([O-])C.[K+]>C(O)(C)(C)C>[CH:14]1([N:13]2[C:2]3[C:3](=[C:17]([CH3:25])[C:18]([F:24])=[C:19]([F:22])[C:20]=3[F:21])[C:4](=[O:5])[C:6]([C:7]([O:9][CH2:10][CH3:11])=[O:8])=[CH:12]2)[CH2:16][CH2:15]1 |f:1.2|. Procedure: To a mixture of 9.05 g (26.3 mmol) of ethyl 2-(2,3,4,5-tetrafluoro-5-methylbenzoyl)-3-cyclopropylaminoacrylate in 100 mL of dry t-butanol was added a slurry of 3.25 g (29.0 mmol) of potassium t-butoxide in 20 mL of dry t-butanol, and the mixture was stirred at 60° C. for 4 hours. The suspension was cooled to room temperature and concentrated to a paste which was partitioned between dichloromethane and 1N hydrochloric acid. The organic layer was separated, dried over magnesium sulfate, and concen...